From a dataset of the Open Reaction Database (ORD), a public repository of structured organic reaction records. describe an organic reaction: reactants, conditions, products, and yield The reactants are Brc1ccc(Br)cc1, C1CCOC1, CCOC(C)=O, [Li]CCCC, O=CC1CCCCC1. Yields the product OC(c1ccc(Br)cc1)C1CCCCC1. Reaction SMILES: [Br:1][c:2]1[cH:3][cH:4][c:5]([Br:6])[cH:7][cH:8]1.[CH2:22]1[O:23][CH2:24][CH2:25][CH2:26]1.[CH3:27][CH2:28][O:29][C:30]([CH3:31])=[O:32].[CH3:9][CH2:10][CH2:11][CH2:12][Li:13].[CH:14]1([CH:20]=[O:21])[CH2:15][CH2:16][CH2:17][CH2:18][CH2:19]1>>[c:2]1([CH:20]([CH:14]2[CH2:15][CH2:16][CH2:17][CH2:18][CH2:19]2)[OH:21])[cH:3][cH:4][c:5]([Br:6])[cH:7][cH:8]1. Starting materials: C(C)NC1=C(C=CC(=C1)OC)[C@H]1CC=2C=CC(=CC2CC1)OC(C(C)(C)C)=O (pivalic acid (R)-6-(2-ethylamino-4-methoxyphenyl)-5,6,7,8-tetrahydronaphthalen-2-yl ester), C(=O)C1=CC=C(OCC2(CCCC2)NC(OC(C)(C)C)=O)C=C1 (tert-butyl [1-(4-formylphenoxymethyl)cyclopentyl]carbamate). The product is NC1(CCCC1)COC1=CC=C(CCCNC2=C(C=CC(=C2)OC)[C@H]2CC=3C=CC(=CC3CC2)O)C=C1 ((R)-6-{2-{[4-(1-Aminocyclopentylmethoxy)benzyl]ethylamino}-4-methoxyphenyl}-5,6,7,8-tetrahydronaphthalen-2-ol). The yield is 61.0%. RXN SMILES: [CH2:1]([NH:3][C:4]1[CH:9]=[C:8]([O:10][CH3:11])[CH:7]=[CH:6][C:5]=1[C@@H:12]1[CH2:21][CH2:20][C:19]2[CH:18]=[C:17]([O:22]C(=O)C(C)(C)C)[CH:16]=[CH:15][C:14]=2[CH2:13]1)[CH3:2].[CH:29]([C:31]1[CH:51]=[CH:50][C:34]([O:35][CH2:36][C:37]2([NH:42]C(=O)OC(C)(C)C)[CH2:41][CH2:40][CH2:39][CH2:38]2)=[CH:33][CH:32]=1)=O>>[NH2:42][C:37]1([CH2:36][O:35][C:34]2[CH:33]=[CH:32][C:31]([CH2:29][CH2:2][CH2:1][NH:3][C:4]3[CH:9]=[C:8]([O:10][CH3:11])[CH:7]=[CH:6][C:5]=3[C@@H:12]3[CH2:21][CH2:20][C:19]4[CH:18]=[C:17]([OH:22])[CH:16]=[CH:15][C:14]=4[CH2:13]3)=[CH:51][CH:50]=2)[CH2:38][CH2:39][CH2:40][CH2:41]1. Reported procedure: Synthesized from pivalic acid (R)-6-(2-ethylamino-4-methoxyphenyl)-5,6,7,8-tetrahydronaphthalen-2-yl ester (20 mg) and tert-butyl [1-(4-formylphenoxymethyl)cyclopentyl]carbamate (74 mg) according to an analogous synthetic method to Example 238 and purified by LC-MS, the title compound (16 mg) was obtained.